From a dataset of the Open Reaction Database (ORD), a public repository of structured organic reaction records. describe an organic reaction: reactants, conditions, products, and yield Starting materials: [Al+3], O=C([O-])O, [Cl-], [Cl-], [Cl-], ClCCl, C[Si](C)(C)c1[nH]c2ccncc2c1CCNC(=O)c1cccc(F)c1, [Na+]. Yields the product O=C(NCCc1c[nH]c2ccncc12)c1cccc(F)c1. As a reaction SMILES: [Al+3:27].[C:30](=[O:31])([O-:32])[OH:33].[Cl-:26].[Cl-:28].[Cl-:29].[Cl:35][CH2:36][Cl:37].[F:1][c:2]1[cH:3][c:4]([C:5](=[O:6])[NH:7][CH2:8][CH2:9][c:10]2[c:11]([Si:19]([CH3:20])([CH3:21])[CH3:22])[nH:12][c:13]3[c:14]2[cH:15][n:16][cH:17][cH:18]3)[cH:23][cH:24][cH:25]1.[Na+:34]>>[F:1][c:2]1[cH:3][c:4]([C:5](=[O:6])[NH:7][CH2:8][CH2:9][c:10]2[cH:11][nH:12][c:13]3[c:14]2[cH:15][n:16][cH:17][cH:18]3)[cH:23][cH:24][cH:25]1. Run in C(C)O (ethanol), O (water), O (water). Yields the product COC=1C=CC2=C(C(CCCO2)=NO)C1 (7-methoxy-3,4-dihydro-1-benzoxepin-5-one oxime). Procedure details: 6.95 g of hydroxylamine hydrochloride dissolved in 15 ml of water and 5.3 g of sodium carbonate are added to a solution of 19.2 g of 7-methoxy-3,4-dihydro-1-benzoxepin-5-one in 45 ml of ethanol. The mixture is left at room temperature for 24 hours with stirring. 100 ml of water are then added and the alcohol is evaporated. The aqueous solution is make alkaline by the addition of soda and unreacted benzoxepin is extracted with ether. The aqueous phase is neutralised and the desired oxime is extra... As a reaction SMILES: Cl.[NH2:2][OH:3].C(=O)([O-])[O-].[Na+].[Na+].[CH3:10][O:11][C:12]1[CH:13]=[CH:14][C:15]2[O:21][CH2:20][CH2:19][CH2:18][C:17](=O)[C:16]=2[CH:23]=1>O.C(O)C>[CH3:10][O:11][C:12]1[CH:13]=[CH:14][C:15]2[O:21][CH2:20][CH2:19][CH2:18][C:17](=[N:2][OH:3])[C:16]=2[CH:23]=1 |f:0.1,2.3.4|. Reaction conditions: time 24 hour. Reactants: C([O-])([O-])=O.[Na+].[Na+] (sodium carbonate), COC=1C=CC2=C(C(CCCO2)=O)C1 (7-methoxy-3,4-dihydro-1-benzoxepin-5-one), Cl.NO (hydroxylamine hydrochloride). RXN SMILES: BrC1C=C(C(F)(C(F)(F)F)C(F)(F)F)C=C(Br)C=1[NH2:4].[N:20]1([C:25]2[CH:33]=[CH:32][C:28]([C:29](Cl)=[O:30])=[CH:27][CH:26]=2)[CH:24]=[N:23][CH:22]=[N:21]1.[OH-].[Na+]>N1C=CC=CC=1.O.O1CCCC1>[N:20]1([C:25]2[CH:33]=[CH:32][C:28]([C:29]([NH2:4])=[O:30])=[CH:27][CH:26]=2)[CH:24]=[N:23][CH:22]=[N:21]1 |f:2.3|. Starting materials: BrC1=C(N)C(=CC(=C1)C(C(F)(F)F)(C(F)(F)F)F)Br (2,6-Dibromo-4-(1,1,1,2,3,3,3-heptafluoropropan-2-yl)aniline), [OH-].[Na+] (sodium hydroxide), crude product, N1(N=CN=C1)C1=CC=C(C(=O)Cl)C=C1 (4-(1H-1,2,4-triazol-1-yl)benzoyl chloride). Solvent: N1=CC=CC=C1 (pyridine), O1CCCC1 (tetrahydrofuran), O (water), O (water). Yield: 89.0%. Reported procedure: 2,6-Dibromo-4-(1,1,1,2,3,3,3-heptafluoropropan-2-yl)aniline (0.45 g) was dissolved in pyridine (5 ml). To the solution, the crude product of 4-(1H-1,2,4-triazol-1-yl)benzoyl chloride (0.45 g) was added and the mixture was refluxed under heating for 1.5 hours. After cooling to room temperature, the reaction solution was diluted with water and extracted twice with ethyl acetate. The organic phases were combined, washed with 2N hydrochloric acid and dried over magnesium sulfate. After filtering off... Yields the product N-[2,6-d]bromo-4-(1,1,1,2,3,3,3-heptafluoropropan-2-yl)phenyl, N1(N=CN=C1)C1=CC=C(C(=O)N)C=C1 (4-(1H-1,2,4-triazol-1-yl)benzamide).